Dataset: the Open Reaction Database (ORD), a public repository of structured organic reaction records. Task: describe an organic reaction: reactants, conditions, products, and yield Reactants: BrC=1C=CC(=C(C=O)C1)I (5-bromo-2-iodobenzaldehyde), CC=1C=CC(=CC1)S(=O)(=O)O (PTSA), C(C)O (ethanol). Yields the product BrC1=CC(=C(C=C1)I)C(OCC)OCC (4-bromo-2-(diethoxymethyl)-1-iodobenzene). RXN SMILES: [Br:1][C:2]1[CH:3]=[CH:4][C:5]([I:10])=[C:6]([CH:9]=1)[CH:7]=[O:8].[CH3:11][C:12]1C=CC(S(O)(=O)=O)=CC=1.[CH2:22]([OH:24])[CH3:23]>>[Br:1][C:2]1[CH:3]=[CH:4][C:5]([I:10])=[C:6]([CH:7]([O:24][CH2:22][CH3:23])[O:8][CH2:11][CH3:12])[CH:9]=1. Reported procedure: A mixture of 5-bromo-2-iodobenzaldehyde (14.9) (1.0 g, 3.2 mmol) and PTSA (0.1 g) in ethanol was stirred under reflux for 18 hrs and concentrated under reduced pressure. The residue was dissolved in ethyl acetate and washed with saturated NaHCO3, dried over anhydrous Na2SO4 and concentrated to give 4-bromo-2-(diethoxymethyl)-1-iodobenzene (14.10) that was directly used in next reaction without further purification. Reactants: BrN1C(CCC1=O)=O (N-bromosuccinimide), C(C1=CC=CC=C1)(=O)OOC(C1=CC=CC=C1)=O (benzoyl peroxide), CI (Methyl iodide), CI (Methyl iodide), ClC1=C(C=C(C=C1)O)C (4-chloro-3-methylphenol), C([O-])([O-])=O.[K+].[K+] (potassium carbonate). The solvent is C(Cl)(Cl)(Cl)Cl (carbon tetrachloride), CC(=O)C (acetone). Run at time 1.5 hour. Yields the product ClC1=C(CBr)C=C(C=C1)OC (2-chloro-5-methoxy benzyl bromide). As a reaction SMILES: CI.[Cl:3][C:4]1[CH:9]=[CH:8][C:7](O)=[CH:6][C:5]=1[CH3:11].[C:12](=[O:15])([O-])[O-].[K+].[K+].[Br:18]N1C(=O)CCC1=O.C(OOC(=O)C1C=CC=CC=1)(=O)C1C=CC=CC=1>CC(C)=O.C(Cl)(Cl)(Cl)Cl>[Cl:3][C:4]1[CH:9]=[CH:8][C:7]([O:15][CH3:12])=[CH:6][C:5]=1[CH2:11][Br:18] |f:2.3.4|. Procedure details: Methyl iodide (110 g was added dropwise to a stirred solution of 4-chloro-3-methylphenol (100 g) and potassium carbonate (194 g) in acetone (500 ml). The mixture was stirred for 1.5 hours. Methyl iodide (142 g) was added and the mixture stirred for a further hour. Solvent was removed by evaporation and the residue partitioned between water and ethyl acetate. The organic layer yielded an oil which was heated under reflux for 2 hours with N-bromosuccinimide (119 g) and benzoyl peroxide (1 g) in ca... Reactants: [F-].[K+] (potassium fluoride), O (water), ClC1=C(C(=NN1C1=CC=C(C=C1)S(=O)(=O)C)C(F)(F)F)C#N (5—Chloro-(4-methanesulfonyl-phenyl)-3-trifluoromethyl-1H-pyrazole-4-carbonitrile), N1CCCCCC1 (azepane). Run in CS(=O)C (DMSO), CS(=O)C (dimethylsulfoxide). Reaction conditions: temperature 20 celsius, time 48 hour. The product is N1(CCCCCC1)C1=C(C(=NN1C1=CC=C(C=C1)S(=O)(=O)C)C(F)(F)F)C#N (5-Azepan-1-yl-1-(4-Methanesulfonyl-phenyl)-3-trifluoromethyl-1H-pyrazole-4-carbonitrile). RXN SMILES: Cl[C:2]1[N:6]([C:7]2[CH:12]=[CH:11][C:10]([S:13]([CH3:16])(=[O:15])=[O:14])=[CH:9][CH:8]=2)[N:5]=[C:4]([C:17]([F:20])([F:19])[F:18])[C:3]=1[C:21]#[N:22].[NH:23]1[CH2:29][CH2:28][CH2:27][CH2:26][CH2:25][CH2:24]1.[F-].[K+].O>CS(C)=O>[N:23]1([C:2]2[N:6]([C:7]3[CH:12]=[CH:11][C:10]([S:13]([CH3:16])(=[O:15])=[O:14])=[CH:9][CH:8]=3)[N:5]=[C:4]([C:17]([F:20])([F:19])[F:18])[C:3]=2[C:21]#[N:22])[CH2:29][CH2:28][CH2:27][CH2:26][CH2:25][CH2:24]1 |f:2.3|. Reported procedure: 5—Chloro-(4-methanesulfonyl-phenyl)-3-trifluoromethyl-1H-pyrazole-4-carbonitrile (70 mg, 0.2 mmol) and azepane (40 mg, 0.4 mmol) were dissolved in dry dimethylsulfoxide (DMSO) (2 ml) and potassium fluoride (0.35 mg, 0.6 mmol) was added to the DMSO solution. The resulting mixture was stirred at 20° C. for a period of 48 hours. Analytical HPLC indicated the reaction completion. The reaction mixture was poured into water (15 ml) and the resulting mixture was extracted with ethyl acetate (20 ml). Th...